From a dataset of the Open Reaction Database (ORD), a public repository of structured organic reaction records. describe an organic reaction: reactants, conditions, products, and yield Reactants: [Al+3], CCOCC, O=C(O)CCC(F)=C(F)F, [H-], [H-], [H-], [H-], [Li+], O. The product is OCCCC(F)=C(F)F. RXN SMILES: [Al+3:2].[CH3:18][CH2:19][O:20][CH2:21][CH3:22].[F:7][C:8]([CH2:9][CH2:10][C:11](=[O:12])[OH:13])=[C:14]([F:15])[F:16].[H-:1].[H-:4].[H-:5].[H-:6].[Li+:3].[OH2:17]>>[F:7][C:8]([CH2:9][CH2:10][CH2:11][OH:12])=[C:14]([F:15])[F:16]. Reactants: CC(C)(C)N(Cc1ccccc1)CC(O)COc1cccc([N+](=O)[O-])c1O, CCO, NN, O. The product is CC(C)(C)N(Cc1ccccc1)CC(O)COc1cccc(N)c1O. Reaction SMILES: [CH2:1]([c:2]1[cH:3][cH:4][cH:5][cH:6][cH:7]1)[N:8]([CH2:9][CH:10]([CH2:11][O:12][c:13]1[c:14]([OH:22])[c:15]([N+:19]([O-:20])=[O:21])[cH:16][cH:17][cH:18]1)[OH:23])[C:24]([CH3:25])([CH3:26])[CH3:27].[CH3:31][CH2:32][OH:33].[NH2:29][NH2:30].[OH2:28]>>[CH2:1]([c:2]1[cH:3][cH:4][cH:5][cH:6][cH:7]1)[N:8]([CH2:9][CH:10]([CH2:11][O:12][c:13]1[c:14]([OH:22])[c:15]([NH2:19])[cH:16][cH:17][cH:18]1)[OH:23])[C:24]([CH3:25])([CH3:26])[CH3:27]. Reagents/catalysts: [Na+].[I-], Cl[Ni]Cl.COCCOC, C1(C2(C3=N[C@H](c4ccccc4C5)[C@H]5O3)CC2)=N[C@H]6[C@H](Cc7ccccc76)O1. Isolated yield 72.0%. The solvent is CC(N(C)C)=O. Reactants: Br/C=C/c1ccc(C#N)cc1, ClC(c1ccccc1)C. Run at temperature 0 celsius, time 3.25 hour. Yields the product C[C@@H](/C=C/c1ccc(C#N)cc1)c1ccccc1. Starting materials: N(N)C1=NNC2=CC(=CC=C12)Cl (3-hydrazino-6-chloro-indazole), C(C)(C)OC(=O)Cl (chlorocarbonic acid isopropyl ester). Run in N1=CC=CC=C1 (pyridine). Yields the product C(C)(C)OC(=O)NNC1=NNC2=CC(=CC=C12)Cl (3-isopropoxycarbonylhydrazino-6-chloroindazole). The yield is 68.0%. RXN SMILES: [NH:1]([C:3]1[C:11]2[C:6](=[CH:7][C:8]([Cl:12])=[CH:9][CH:10]=2)[NH:5][N:4]=1)[NH2:2].[CH:13]([O:16][C:17](Cl)=[O:18])([CH3:15])[CH3:14]>N1C=CC=CC=1>[CH:13]([O:16][C:17]([NH:2][NH:1][C:3]1[C:11]2[C:6](=[CH:7][C:8]([Cl:12])=[CH:9][CH:10]=2)[NH:5][N:4]=1)=[O:18])([CH3:15])[CH3:14]. Procedure details: Analogously to Example 1, 0.05 mol of 3-hydrazino-6-chloro-indazole and 0.05 mol of chlorocarbonic acid isopropyl ester in 30 ml of pyridine at 0° - 5° C, followed by 3 hours at room temperature, give 3-isopropoxycarbonylhydrazino-6-chloroindazole (melting point 184° - 185° C after recrystallisation from isopropanol: yield, 68% of theory). Starting materials: ClC1=CC=C(C=C1)S(=O)(=O)N([C@H]1[C@@H](CCCC1)CO)CC1=C(C(=C(C=C1)C=1OC=CN1)F)F (4-chloro-N-(2,3-difluoro-4-(oxazol-2-yl)benzyl)-N-((1R,2R)-2-(hydroxymethyl)cyclohexyl)benzenesulfonamide), ClC1=CC=C(C=C1)S(=O)(=O)N[C@H]1[C@@H](CCCC1)CO (4-chloro-N-((1R,2R)-2-(hydroxymethyl)cyclohexyl)benzenesulfonamide), C([O-])([O-])=O.[Cs+].[Cs+] (cesium carbonate), BrCC1=CC=C(C=C1)C=1OC=CN1 (2-(4-(bromomethyl)phenyl)oxazole). Product: title compound, ClC1=CC=C(C=C1)S(=O)(=O)N(CC1=CC=C(C=C1)C=1OC=CN1)[C@H]1[C@@H](CCCC1)CO (4-chloro-N-((1R,2R)-2-(hydroxymethyl)cyclohexyl)-N-(4-(oxazol-2-yl)benzyl)benzenesulfonamide). Isolated yield 13.0%. RXN SMILES: ClC1C=CC(S(N[C@@H]2CCCC[C@H]2CO)(=O)=O)=CC=1.C(=O)([O-])[O-].[Cs+].[Cs+].BrCC1C=CC(C2OC=CN=2)=CC=1.[Cl:39][C:40]1[CH:45]=[CH:44][C:43]([S:46]([N:49]([CH2:58][C:59]2[CH:64]=[CH:63][C:62]([C:65]3[O:66][CH:67]=[CH:68][N:69]=3)=[C:61](F)[C:60]=2F)[C@@H:50]2[CH2:55][CH2:54][CH2:53][CH2:52][C@H:51]2[CH2:56][OH:57])(=[O:48])=[O:47])=[CH:42][CH:41]=1>>[Cl:39][C:40]1[CH:45]=[CH:44][C:43]([S:46]([N:49]([C@@H:50]2[CH2:55][CH2:54][CH2:53][CH2:52][C@H:51]2[CH2:56][OH:57])[CH2:58][C:59]2[CH:60]=[CH:61][C:62]([C:65]3[O:66][CH:67]=[CH:68][N:69]=3)=[CH:63][CH:64]=2)(=[O:48])=[O:47])=[CH:42][CH:41]=1 |f:1.2.3|. Reported procedure: The title compound was synthesized from 4-chloro-N-((1R,2R)-2-(hydroxymethyl)cyclohexyl)benzenesulfonamide (100 mg, 0.33 mmol), cesium carbonate (129 mg, 0.40 mmol), and 2-(4-(bromomethyl)phenyl)oxazole (94 mg, 0.40 mmol) according to the procedure described for 4-chloro-N-(2,3-difluoro-4-(oxazol-2-yl)benzyl)-N-((1R,2R)-2-(hydroxymethyl)cyclohexyl)benzenesulfonamide (Example 20) to give 4-chloro-N-((1R,2R)-2-(hydroxymethyl)cyclohexyl)-N-(4-(oxazol-2-yl)benzyl)benzenesulfonamide (21 mg, 13%). 1H ...